Dataset: the Open Reaction Database (ORD), a public repository of structured organic reaction records. Task: describe an organic reaction: reactants, conditions, products, and yield Starting materials: C1=NC(=CC2=C1NC1=CC=CC=C21)C(=O)OCC (Ethyl 9H-pyrido[3,4-b]indole-3-carboxylate), O(C1=CC=CC=C1)CC1OC1 (phenoxymethyloxirane). The product is OC(CN1C2=C(C3=CC=CC=C13)C=C(N=C2)C(=O)OCC)COC2=CC=CC=C2 (ethyl 9-(2-hydroxy-3-phenoxypropyl)-9H-pyrido[3,4-b]indole-3-carboxylate). As a reaction SMILES: [CH:1]1[C:6]2[NH:7][C:8]3[C:13]([C:5]=2[CH:4]=[C:3]([C:14]([O:16][CH2:17][CH3:18])=[O:15])[N:2]=1)=[CH:12][CH:11]=[CH:10][CH:9]=3.[O:19]([CH2:26][CH:27]1[CH2:29][O:28]1)[C:20]1[CH:25]=[CH:24][CH:23]=[CH:22][CH:21]=1>>[OH:28][CH:27]([CH2:26][O:19][C:20]1[CH:25]=[CH:24][CH:23]=[CH:22][CH:21]=1)[CH2:29][N:7]1[C:8]2[C:13](=[CH:12][CH:11]=[CH:10][CH:9]=2)[C:5]2[CH:4]=[C:3]([C:14]([O:16][CH2:17][CH3:18])=[O:15])[N:2]=[CH:1][C:6]1=2. Reported procedure: Following Representative Procedure 1, the title compound ethyl 9-(2-hydroxy-3-phenoxypropyl)-9H-pyrido[3,4-b]indole-3-carboxylate was prepared from Ethyl 9H-pyrido[3,4-b]indole-3-carboxylate and phenoxymethyloxirane in 67% yield. The yield is 17563.4%. RXN SMILES: Cl[CH2:2][CH:3]([CH3:26])[CH2:4][C:5]([S:18][C:19]1[CH:24]=[CH:23][C:22]([CH3:25])=[CH:21][CH:20]=1)([C:8]1[CH:13]=[CH:12][C:11]([O:14][CH3:15])=[C:10]([O:16][CH3:17])[CH:9]=1)[C:6]#[N:7].Cl.[CH3:28][O:29][C:30]1[CH:31]=[C:32]2[C:37](=[CH:38][C:39]=1[O:40][CH3:41])[CH2:36][NH:35][CH2:34][CH2:33]2>>[CH3:17][O:16][C:10]1[CH:9]=[C:8]([C:5]([S:18][C:19]2[CH:24]=[CH:23][C:22]([CH3:25])=[CH:21][CH:20]=2)([CH2:4][CH:3]([CH3:26])[CH2:2][N:35]2[CH2:34][CH2:33][C:32]3[C:37](=[CH:38][C:39]([O:40][CH3:41])=[C:30]([O:29][CH3:28])[CH:31]=3)[CH2:36]2)[C:6]#[N:7])[CH:13]=[CH:12][C:11]=1[O:14][CH3:15] |f:1.2|. Starting materials: ClCC(CC(C#N)(C1=CC(=C(C=C1)OC)OC)SC1=CC=C(C=C1)C)C (α-(3-chloro-2-methylpropyl)-3,4-dimethoxy-α-[(4-methylphenyl)thio]benzeneacetonitrile), Cl.COC=1C=C2CCNCC2=CC1OC (6,7-dimethoxy-1,2,3,4-tetrahydroisoquinoline hydrochloride). Product: COC=1C=C(C=CC1OC)C(C#N)(CC(CN1CC2=CC(=C(C=C2CC1)OC)OC)C)SC1=CC=C(C=C1)C (α-(3,4-Dimethoxyphenyl)-3,4-dihydro-6,7-dimethoxy-gamma-methyl-α-[(4-methylphenyl)thio]-2(1H)-isoquino linepentanenitrile). Procedure details: The procedure of Example 2 is repeated using 4.0 g of α-(3-chloro-2-methylpropyl)-3,4-dimethoxy-α-[(4-methylphenyl)thio]benzeneacetonitrile and 3.5 g of 6,7-dimethoxy-1,2,3,4-tetrahydroisoquinoline hydrochloride. This affords 0,985 g of the desired product as a yellow foam. The reactants are zirconia, CCCCOC=1C=CC(=CC1)CC(=O)NO (bufexamac), CCCCOC=1C=CC(=CC1)CC(=O)NO (Bufexamac), C(C(=C)C)(=O)[O-] (Methacrylate), NC(=O)OCC (urethane), ZrO2, CCCCOC=1C=CC(=CC1)CC(=O)NO (bufexamac), CCCCOC=1C=CC(=CC1)CC(=O)NO (Bufexamac), 2b, COCC(C)O (1-methoxy-2-propanol). Run at time 2 hour. Yields the product CC=CC1=CC=CC=C1 (Methylstyrene). Reaction SMILES: CCCCO[C:6]1[CH:7]=[CH:8][C:9]([CH2:12][C:13](NO)=O)=[CH:10][CH:11]=1.[C:17]([O-])(=O)C(C)=C.COCC(O)C.NC(OCC)=O>>[CH3:17][CH:13]=[CH:12][C:9]1[CH:10]=[CH:11][CH:6]=[CH:7][CH:8]=1. Procedure details: Functionalized zirconia nanoparticles in which 50%, 25%, and 25% of the surface sites reacted with bufexamac, 2a (Preparatory Example 1), and 2b (Preparatory Example 2), respectively, were prepared as follows. A clean vial was charged with 10 grams of ZrO2 sol (47.3% weight) followed by 20 grams of 1-methoxy-2-propanol. Then 0.739 grams (0.70 mmol/g ZrO2) of bufexamac, 0.383 grams (0.35 mmol/g ZrO2) of 2a and 0.243 grams (0.35 mmol/g ZrO2) 2b were added to the vial. The content of the vial was s...